This data is from the Open Reaction Database (ORD), a public repository of structured organic reaction records. The task is: describe an organic reaction: reactants, conditions, products, and yield Reactants: Clc1ccccc1, O=C(Cl)c1cccc(Cl)c1Cl, N#C[Cu]C#N, [I-], [K+]. The product is N#CC(=O)c1cccc(Cl)c1Cl. Reaction SMILES: [Cl:19][c:20]1[cH:21][cH:22][cH:23][cH:24][cH:25]1.[Cl:8][c:9]1[c:10]([C:11](=[O:12])[Cl:13])[cH:14][cH:15][cH:16][c:17]1[Cl:18].[Cu:1]([C:2]#[N:3])[C:4]#[N:5].[I-:7].[K+:6]>>[C:4](#[N:5])[C:11]([c:10]1[c:9]([Cl:8])[c:17]([Cl:18])[cH:16][cH:15][cH:14]1)=[O:12].